Dataset: the Open Reaction Database (ORD), a public repository of structured organic reaction records. Task: describe an organic reaction: reactants, conditions, products, and yield Starting materials: Cl (hydrochloric acid), N1N=CC2=CC(=CC=C12)NC(CNCC1=CC=CC=C1)=O (N1-(1H-5-Indazolyl)-2-(benzylamino)acetamide), C(O)([O-])=O.[Na+] (sodium hydrogencarbonate). The solvent is O1CCCC1 (tetrahydrofuran). Run at temperature 50 celsius, time 6 hour. Yields the product C(C1=CC=CC=C1)NCCNC=1C=C2C=NNC2=CC1 (N1-Benzyl-N2-(1H-5-indazolyl)-1,2-ethanediamine). Yield: 43.2%. RXN SMILES: [NH:1]1[C:9]2[C:4](=[CH:5][C:6]([NH:10][C:11](=O)[CH2:12][NH:13][CH2:14][C:15]3[CH:20]=[CH:19][CH:18]=[CH:17][CH:16]=3)=[CH:7][CH:8]=2)[CH:3]=[N:2]1.Cl.C(=O)([O-])O.[Na+]>O1CCCC1>[CH2:14]([NH:13][CH2:12][CH2:11][NH:10][C:6]1[CH:5]=[C:4]2[C:9](=[CH:8][CH:7]=1)[NH:1][N:2]=[CH:3]2)[C:15]1[CH:16]=[CH:17][CH:18]=[CH:19][CH:20]=1 |f:2.3|. Procedure: N1-(1H-5-Indazolyl)-2-(benzylamino)acetamide (Example 173) (56 mg) was dissolved in tetrahydrofuran (1 ml), and a borane-tetrahydrofuran complex (1.0 ml) was added to the solution at room temperature. The reaction mixture was stirred at 50° C. for 6 hr, and 1 N hydrochloric acid (0.5 ml) was then added, followed by stirring at the same temperature for one hr. A saturated aqueous sodium hydrogencarbonate solution (2 ml) was added thereto, and the mixture was extracted with chloroform-propanol (3/... Starting materials: CN(C=O)C (N,N-dimethylformamide), BrCCCOC1=CC=C(C#N)C=C1 (4-(3-bromopropoxy)benzonitrile), FC1=C(C#N)C=CC(=C1)OCCCC1CCNCC1 (2-fluoro-4-[3-(4-piperidinyl)propoxy]benzonitrile), C([O-])([O-])=O.[K+].[K+] (potassium carbonate). Run in C1(=CC=CC=C1)C (toluene), O (water), C(C)(=O)OCC (Ethyl acetate). Run at time 13 hour. Yields the product C(#N)C1=CC=C(OCCCN2CCC(CC2)CCCOC2=CC(=C(C#N)C=C2)F)C=C1 (4-(3-{1-[3-(4-cyanophenoxy)propyl]-4-piperidinyl}propoxy)-2-fluorobenzonitrile). Isolated yield 42.3%. As a reaction SMILES: CN(C)C=O.[F:6][C:7]1[CH:14]=[C:13]([O:15][CH2:16][CH2:17][CH2:18][CH:19]2[CH2:24][CH2:23][NH:22][CH2:21][CH2:20]2)[CH:12]=[CH:11][C:8]=1[C:9]#[N:10].C(=O)([O-])[O-].[K+].[K+].Br[CH2:32][CH2:33][CH2:34][O:35][C:36]1[CH:43]=[CH:42][C:39]([C:40]#[N:41])=[CH:38][CH:37]=1>C1(C)C=CC=CC=1.O.C(OCC)(=O)C>[C:40]([C:39]1[CH:42]=[CH:43][C:36]([O:35][CH2:34][CH2:33][CH2:32][N:22]2[CH2:23][CH2:24][CH:19]([CH2:18][CH2:17][CH2:16][O:15][C:13]3[CH:12]=[CH:11][C:8]([C:9]#[N:10])=[C:7]([F:6])[CH:14]=3)[CH2:20][CH2:21]2)=[CH:37][CH:38]=1)#[N:41] |f:2.3.4|. Procedure details: To an N,N-dimethylformamide solution (2.0 mL) of 0.10 g of 2-fluoro-4-[3-(4-piperidinyl)propoxy]benzonitrile were sequentially added 0.10 g of potassium carbonate and 0.13 g of 4-(3-bromopropoxy)benzonitrile at room temperature, which was then stirred at the same temperature for 13 hours. Ethyl acetate, water, and toluene were added to the reaction mixture. The organic layer was separated and dried with anhydrous sodium sulfate, followed by distilling off the solvent under reduced pressure. The ... Starting materials: CC(C)(C)[Si](C)(C)OCC(Oc1ccc(Cl)cn1)C1CNCC1c1ccc(F)c(F)c1, Cc1cc(C(=O)O)cnn1. Yields the product Cc1cc(C(=O)N2CC(c3ccc(F)c(F)c3)C(C(CO[Si](C)(C)C(C)(C)C)Oc3ccc(Cl)cn3)C2)cnn1. RXN SMILES: [C:1]([CH3:2])([CH3:3])([CH3:4])[Si:5]([O:6][CH2:7][CH:8]([O:9][c:10]1[n:11][cH:12][c:13]([Cl:16])[cH:14][cH:15]1)[CH:17]1[CH2:18][NH:19][CH2:20][CH:21]1[c:22]1[cH:23][c:24]([F:29])[c:25]([F:28])[cH:26][cH:27]1)([CH3:30])[CH3:31].[CH3:32][c:33]1[cH:34][c:35]([C:39](=[O:40])[OH:41])[cH:36][n:37][n:38]1>>[C:1]([CH3:2])([CH3:3])([CH3:4])[Si:5]([O:6][CH2:7][CH:8]([O:9][c:10]1[n:11][cH:12][c:13]([Cl:16])[cH:14][cH:15]1)[CH:17]1[CH2:18][N:19]([C:39]([c:35]2[cH:34][c:33]([CH3:32])[n:38][n:37][cH:36]2)=[O:40])[CH2:20][CH:21]1[c:22]1[cH:23][c:24]([F:29])[c:25]([F:28])[cH:26][cH:27]1)([CH3:30])[CH3:31]. As a reaction SMILES: C(=O)([O-])[O-].[K+].[K+].[F:7][C:8]1[C:13](B(O)O)=[CH:12][CH:11]=[CH:10][N:9]=1.Br[C:18]1[CH:31]=[C:30]2[C:21]([O:22][C:23]3[C:24]([F:43])=[CH:25][C:26]([O:41][CH3:42])=[CH:27][C:28]=3[C:29]32[C:35]2=[N:36][CH2:37][CH2:38][CH2:39][N:34]2[C:33]([NH2:40])=[N:32]3)=[CH:20][CH:19]=1>O1CCOCC1.CC(P(C(C)(C)C)C1C=CC(N(C)C)=CC=1)(C)C.CC(P(C(C)(C)C)C1C=CC(N(C)C)=CC=1)(C)C.Cl[Pd]Cl>[F:43][C:24]1[C:23]2[O:22][C:21]3[C:30](=[CH:31][C:18]([C:13]4[C:8]([F:7])=[N:9][CH:10]=[CH:11][CH:12]=4)=[CH:19][CH:20]=3)[C:29]3([C:35]4=[N:36][CH2:37][CH2:38][CH2:39][N:34]4[C:33]([NH2:40])=[N:32]3)[C:28]=2[CH:27]=[C:26]([O:41][CH3:42])[CH:25]=1 |f:0.1.2,6.7.8|. Reagents/catalysts: CC(C)(C)P(C1=CC=C(C=C1)N(C)C)C(C)(C)C.CC(C)(C)P(C1=CC=C(C=C1)N(C)C)C(C)(C)C.Cl[Pd]Cl (bis(di-tert-butyl(4-dimethylaminophenyl)phospine)dichloropalladium(II)). Run at temperature 100 celsius. The yield is 19.3%. The solvent is O1CCOCC1 (dioxane). The reactants are C([O-])([O-])=O.[K+].[K+] (Potassium carbonate), FC1=NC=CC=C1B(O)O (2-fluoropyridin-3-ylboronic acid), BrC1=CC=C2OC=3C(=CC(=CC3C3(C2=C1)N=C(N1C3=NCCC1)N)OC)F (7′-bromo-4′-fluoro-2′-methoxy-3,4-dihydro-2H-spiro[imidazo[1,5-a]pyrimidine-8,9′-xanthen]-6-amine). Product: FC1=CC(=CC=2C3(C4=CC(=CC=C4OC12)C=1C(=NC=CC1)F)N=C(N1C3=NCCC1)N)OC (4′-fluoro-7′-(2-fluoropyridin-3-yl)-2′-methoxy-3,4-dihydro-2H-spiro[imidazo[1,5-a]pyrimidine-8,9′-xanthen]-6-amine). Reported procedure: Potassium carbonate (1M aq. Solution) (1.391 mL, 1.391 mmol), 2-fluoropyridin-3-ylboronic acid (98 mg, 0.696 mmol), bis(di-tert-butyl(4-dimethylaminophenyl)phospine)dichloropalladium(II) (0.34 mmol) and 7′-bromo-4′-fluoro-2′-methoxy-3,4-dihydro-2H-spiro[imidazo[1,5-a]pyrimidine-8,9′-xanthen]-6-amine (150 mg, 0.348 mmol) were combined in dioxane (3 mL), capped under argon, and heated at 100° C. for 2 hours. The solution was concentrated, and the product was purified from the crude concentrate via... Reactants: CC(C)(C)OC(=O)N1CCC(=CBr)CC1, CCCCN, C#CCCCC, I[Cu]I, [Pd], c1ccc(P(c2ccccc2)c2ccccc2)cc1, c1ccc(P(c2ccccc2)c2ccccc2)cc1, c1ccc(P(c2ccccc2)c2ccccc2)cc1, c1ccc(P(c2ccccc2)c2ccccc2)cc1. The product is CCCCC#CC=C1CCN(C(=O)OC(C)(C)C)CC1. RXN SMILES: [Br:6][CH:7]=[C:8]1[CH2:9][CH2:10][N:11]([C:14](=[O:15])[O:16][C:17]([CH3:18])([CH3:19])[CH3:20])[CH2:12][CH2:13]1.[CH2:1]([NH2:2])[CH2:3][CH2:4][CH3:5].[CH:21]#[C:22][CH2:23][CH2:24][CH2:25][CH3:26].[Cu:104]([I:105])[I:106].[Pd:103].[c:27]1([P:28]([c:29]2[cH:30][cH:31][cH:32][cH:33][cH:34]2)[c:35]2[cH:36][cH:37][cH:38][cH:39][cH:40]2)[cH:41][cH:42][cH:43][cH:44][cH:45]1.[c:46]1([P:47]([c:48]2[cH:49][cH:50][cH:51][cH:52][cH:53]2)[c:54]2[cH:55][cH:56][cH:57][cH:58][cH:59]2)[cH:60][cH:61][cH:62][cH:63][cH:64]1.[c:65]1([P:66]([c:67]2[cH:68][cH:69][cH:70][cH:71][cH:72]2)[c:73]2[cH:74][cH:75][cH:76][cH:77][cH:78]2)[cH:79][cH:80][cH:81][cH:82][cH:83]1.[c:84]1([P:85]([c:86]2[cH:87][cH:88][cH:89][cH:90][cH:91]2)[c:92]2[cH:93][cH:94][cH:95][cH:96][cH:97]2)[cH:98][cH:99][cH:100][cH:101][cH:102]1>>[CH:7](=[C:8]1[CH2:9][CH2:10][N:11]([C:14](=[O:15])[O:16][C:17]([CH3:18])([CH3:19])[CH3:20])[CH2:12][CH2:13]1)[C:21]#[C:22][CH2:23][CH2:24][CH2:25][CH3:26].